This data is from the Open Reaction Database (ORD), a public repository of structured organic reaction records. The task is: describe an organic reaction: reactants, conditions, products, and yield Reactants: CC1(OC(C(O1)=CC(=O)Cl)=O)C ((2,2-dimethyl-5-oxo-[1,3]dioxolan-4-ylidene)-acetyl chloride), FC1=CC=C(C=C1)C(NOC)C1=CC=C(C=C1)F (N-[bis-(4-fluoro-phenyl)-methyl]-O-methyl-hydroxylamine), compound 1-C. The product is FC1=CC=C(C=C1)C(N(C(C=C1OC(OC1=O)(C)C)=O)OC)C1=CC=C(C=C1)F (N-[Bis-(4-fluoro-phenyl)-methyl]-2-(2,2-dimethyl-5-oxo-[1,3]dioxolan-4-ylidene)-N-methoxy-acetamide). Isolated yield 88.0%. Reaction SMILES: [CH3:1][C:2]1([CH3:12])[O:6][C:5](=[CH:7][C:8](Cl)=[O:9])[C:4](=[O:11])[O:3]1.[F:13][C:14]1[CH:19]=[CH:18][C:17]([CH:20]([C:24]2[CH:29]=[CH:28][C:27]([F:30])=[CH:26][CH:25]=2)[NH:21][O:22][CH3:23])=[CH:16][CH:15]=1>>[F:13][C:14]1[CH:19]=[CH:18][C:17]([CH:20]([C:24]2[CH:25]=[CH:26][C:27]([F:30])=[CH:28][CH:29]=2)[N:21]([O:22][CH3:23])[C:8](=[O:9])[CH:7]=[C:5]2[C:4](=[O:11])[O:3][C:2]([CH3:12])([CH3:1])[O:6]2)=[CH:16][CH:15]=1. Reported procedure: Reaction of (2,2-dimethyl-5-oxo-[1,3]dioxolan-4-ylidene)-acetyl chloride with N-[bis-(4-fluoro-phenyl)-methyl]-O-methyl-hydroxylamine as described in the preparation of compound 1-C gave the title amide as white crystals (88% yield): mp 137° C. (ethyl acetate-hexane). 1HNMR 400 MHz (CDCl3) δ (ppm): 1.74 (6H, s, CH3), 3.26 (3H, s, OCH3), 6.42 (1H, s, CH), 6.81 (1H, s, CH), 7.03 (4H, m, aromatics), 7.28 (4H, m, aromatics). Anal. calcd for C21H19F2NO5: C, 62.53; H, 4.75; N, 3.47. Found: C, 62.49; H...